This data is from the Open Reaction Database (ORD), a public repository of structured organic reaction records. The task is: describe an organic reaction: reactants, conditions, products, and yield Yields the product ONC(C1=CC=C(C=C1)C1=NC2=CC=C(C=C2C=C1)OC)=N (N-hydroxy-4-(6-methoxyquinolin-2-yl)benzimidamide). As a reaction SMILES: CO[C:3]1[CH:4]=[C:5]2[C:10](=[CH:11][CH:12]=1)[N:9]=[C:8]([C:13]1[CH:20]=[CH:19][C:16]([C:17]#[N:18])=[CH:15][CH:14]=1)[CH:7]=[CH:6]2.Cl.[NH2:22][OH:23].[C:24]([O-])([O-])=O.[K+].[K+].[OH2:30]>CO>[OH:23][NH:22][C:17](=[NH:18])[C:16]1[CH:19]=[CH:20][C:13]([C:8]2[CH:7]=[CH:6][C:5]3[C:10](=[CH:11][CH:12]=[C:3]([O:30][CH3:24])[CH:4]=3)[N:9]=2)=[CH:14][CH:15]=1 |f:1.2,3.4.5|. Run in CO (methanol). The reactants are COC=1C=C2C=CC(=NC2=CC1)C1=CC=C(C#N)C=C1 (4-(6-methoxyquinolin-2-yl)benzonitrile), O (Water), Cl.NO (hydroxylamine hydrochloride), C(=O)([O-])[O-].[K+].[K+] (K2CO3). Procedure: Scheme 4, route B, step 1: 4-(6-methoxyquinolin-2-yl)benzonitrile (prepared via scheme 3) (780 mg, 3.00 mmol) was suspended in methanol (10 mL) and hydroxylamine hydrochloride (639 mg, 10.7 mmol), K2CO3 (414 mg, 3.00 mmol) were added. The reaction mixture was refluxed for 12 hours. Water (15 mL) was added and the precipitated solid was collected by filtration, washed with ethanol (5 mL) and dried over high vacuum to give the product (600 mg). Reactants: C=CCOC(=O)C(C)(C)OC(=O)c1cc([N+](=O)[O-])ccc1Cl, Cc1ccccc1, O, P. The product is C=CCOC(=O)C(C)(C)OC(=O)c1cc(N)ccc1Cl. As a reaction SMILES: [CH2:3]([CH:4]=[CH2:5])[O:6][C:7]([C:8]([CH3:9])([CH3:10])[O:11][C:12]([c:13]1[c:14]([Cl:22])[cH:15][cH:16][c:17]([N+:19]([O-:20])=[O:21])[cH:18]1)=[O:23])=[O:24].[CH3:25][c:26]1[cH:27][cH:28][cH:29][cH:30][cH:31]1.[OH2:1].[P:2]>>[CH2:3]([CH:4]=[CH2:5])[O:6][C:7]([C:8]([CH3:9])([CH3:10])[O:11][C:12]([c:13]1[c:14]([Cl:22])[cH:15][cH:16][c:17]([NH2:19])[cH:18]1)=[O:23])=[O:24]. Starting materials: CC1([C@H]([C@@H]1C(=O)O)C=C1CC1)C (trans 3,3-dimethyl-2-cyclopropylidenemethyl-1-cyclopropanecarboxylic acid), S(=O)(Cl)Cl (thionyl chloride). Run in C1=CC=CC=C1 (benzene). Reaction conditions: time 3 hour. The product is CC1([C@H]([C@@H]1C(=O)Cl)C=C1CC1)C (trans 3,3-dimethyl-2-cyclopropylidenemethyl-1-cyclopropanecarboxylic acid chloride). As a reaction SMILES: [CH3:1][C:2]1([CH3:12])[C@@H:4]([C:5](O)=[O:6])[C@@H:3]1[CH:8]=[C:9]1[CH2:11][CH2:10]1.S(Cl)([Cl:15])=O>C1C=CC=CC=1>[CH3:1][C:2]1([CH3:12])[C@@H:4]([C:5]([Cl:15])=[O:6])[C@@H:3]1[CH:8]=[C:9]1[CH2:11][CH2:10]1. Procedure: 1.1 gm of dl-trans 3,3-dimethyl-2-cyclopropylidenemethyl-1-cyclopropanecarboxylic acid were introduced into 5 cc of benzene and 0.55 cc of thionyl chloride were added over about 15 minutes. Next, the reaction mixture was agitated for 3 hours at room temperature, after which the solvent and the excess thionyl chloride were eliminated by distillation under reduced pressure to obtain 1.2 gm of raw dl-trans 3,3-dimethyl-2-cyclopropylidenemethyl-1-cyclopropanecarboxylic acid chloride. The product was...